This data is from the Open Reaction Database (ORD), a public repository of structured organic reaction records. The task is: describe an organic reaction: reactants, conditions, products, and yield The reactants are CCO, [Cl-], [Na+], [OH-], O, O, N#Cc1cc([N+](=O)[O-])ccc1Sc1ccccc1. Product: N#Cc1cc(N)ccc1Sc1ccccc1. As a reaction SMILES: [CH3:24][CH2:25][OH:26].[Cl-:21].[Na+:23].[OH-:22].[OH2:19].[OH2:20].[c:1]1([S:7][c:8]2[c:9]([C:17]#[N:18])[cH:10][c:11]([N+:14]([O-:15])=[O:16])[cH:12][cH:13]2)[cH:2][cH:3][cH:4][cH:5][cH:6]1>>[c:1]1([S:7][c:8]2[c:9]([C:17]#[N:18])[cH:10][c:11]([NH2:14])[cH:12][cH:13]2)[cH:2][cH:3][cH:4][cH:5][cH:6]1. Starting materials: N1CCCC1 (pyrrolidine), CC1=CC=C(C=C1)C=1N=C(N(C1C1=CC=C(C=C1)C)C)C(=O)O (4,5-di-(4-methylphenyl)-1-methylimidazole-2-carboxylic acid). The product is N1(CCCC1)C(=O)C=1N(C(=C(N1)C1=CC=C(C=C1)C)C1=CC=C(C=C1)C)C (2-(Pyrrolidin-1-ylcarbonyl)-4,5-di-(4-methylphenyl)-1-methylimidazole). RXN SMILES: [NH:1]1[CH2:5][CH2:4][CH2:3][CH2:2]1.[CH3:6][C:7]1[CH:12]=[CH:11][C:10]([C:13]2[N:14]=[C:15]([C:26](O)=[O:27])[N:16]([CH3:25])[C:17]=2[C:18]2[CH:23]=[CH:22][C:21]([CH3:24])=[CH:20][CH:19]=2)=[CH:9][CH:8]=1>>[N:1]1([C:26]([C:15]2[N:16]([CH3:25])[C:17]([C:18]3[CH:23]=[CH:22][C:21]([CH3:24])=[CH:20][CH:19]=3)=[C:13]([C:10]3[CH:9]=[CH:8][C:7]([CH3:6])=[CH:12][CH:11]=3)[N:14]=2)=[O:27])[CH2:5][CH2:4][CH2:3][CH2:2]1. Procedure details: Using essentially the same procedure as Example 9, Step B, but using pyrrolidine (0.022 mL), 4,5-di-(4-methylphenyl)-1-methylimidazole-2-carboxylic acid (25 mg, 0.08 mmol) from Example 9, Step A was converted to the title compound. HPLC/MS: 360 (M+1); Rt=3.12 min. The reactants are C=C[Sn](CCCC)(CCCC)CCCC, CC#N, COc1ccc(C)cc1NS(=O)(=O)c1cc(I)c2occc2c1. The product is C=Cc1cc(S(=O)(=O)Nc2cc(C)ccc2OC)cc2ccoc12. As a reaction SMILES: [CH2:24]([CH2:25][CH2:37][CH3:38])[Sn:26]([CH2:27][CH2:28][CH2:29][CH3:30])([CH2:31][CH2:32][CH2:33][CH3:34])[CH:35]=[CH2:36].[CH3:39][C:40]#[N:41].[I:1][c:2]1[cH:3][c:4]([S:11](=[O:12])(=[O:13])[NH:14][c:15]2[c:16]([O:22][CH3:23])[cH:17][cH:18][c:19]([CH3:21])[cH:20]2)[cH:5][c:6]2[cH:7][cH:8][o:9][c:10]12>>[c:2]1([CH:24]=[CH2:25])[cH:3][c:4]([S:11](=[O:12])(=[O:13])[NH:14][c:15]2[c:16]([O:22][CH3:23])[cH:17][cH:18][c:19]([CH3:21])[cH:20]2)[cH:5][c:6]2[cH:7][cH:8][o:9][c:10]12.